From a dataset of the Open Reaction Database (ORD), a public repository of structured organic reaction records. describe an organic reaction: reactants, conditions, products, and yield The reactants are C1(=CC=CC=C1)N1C(=C2C(=C1C=O)C(CC2(C)C)(C#N)C)C (2-phenyl-3-formyl-2,4,5,6-tetrahydro-1,4,6,6-tetrmethylcyclopenta[c]pyrrole-4-carbonitrile), [H-].[Na+] (sodium hydride), acid, [Mn](=O)(=O)(=O)[O-].[K+] (potassium permanganate), C1(=CC=CC=C1)N1C(=C2C(=C1C(=O)O)C(CC2(C)C)(C#N)C)C (2-phenyl-3-carboxy-2,4,5,6-tetrahydro-1,4,6,6tetramethylcyclopenta[c]pyrrole-4-carbonitrile), CI (methyl iodide). Solvent: N1=CC=CC=C1 (pyridine), O (water). The product is C1(=CC=CC=C1)N1C(=C2C(=C1C(=O)OC)C(CC2(C)C)(C#N)C)C (2-phenyl-3-carbomethoxy-2,4,5,6-tetrahydro-1,4,6,6-tetramethylcyclopenta[c]pyrrole-4-carbonitrile). Reaction SMILES: [C:1]1([N:7]2[C:11]([CH:12]=[O:13])=[C:10]3[C:14]([CH3:21])([C:19]#[N:20])[CH2:15][C:16]([CH3:18])([CH3:17])[C:9]3=[C:8]2[CH3:22])[CH:6]=[CH:5][CH:4]=[CH:3][CH:2]=1.[Mn]([O-])(=O)(=O)=O.[K+].C1(N2C([C:40](O)=[O:41])=C3C(C)(C#N)CC(C)(C)C3=C2C)C=CC=CC=1.[H-].[Na+].CI>O.N1C=CC=CC=1>[C:1]1([N:7]2[C:11]([C:12]([O:41][CH3:40])=[O:13])=[C:10]3[C:14]([CH3:21])([C:19]#[N:20])[CH2:15][C:16]([CH3:17])([CH3:18])[C:9]3=[C:8]2[CH3:22])[CH:2]=[CH:3][CH:4]=[CH:5][CH:6]=1 |f:1.2,4.5|. Reported procedure: Following a procedure similar to that described in Example 13C, 17.48 g. (0.06 mole) of 2-phenyl-3-formyl-2,4,5,6-tetrahydro-1,4,6,6-tetrmethylcyclopenta[c]pyrrole-4-carbonitrile was oxidized with 18.9 g. (0.12 mole) of potassium permanganate in 120 ml. of pyridine and 90 ml. of water to give 4.03 g. of 2-phenyl-3-carboxy-2,4,5,6-tetrahydro-1,4,6,6tetramethylcyclopenta[c]pyrrole-4-carbonitrile which was esterified by reaction of 9.83 g. (0.032 mole) of the acid with 1.713 g. (0.035 mole) of a 50... Reactants: B(O)(O)C1=CC=C(C=C1)CCCC(=O)O (4-(4-Boronophenyl)-butyric acid), C(C)(C)(C)S(=O)(=O)C1=C(C=C(C=C1)NC(CCCC1=CC=C(C=C1)B1OCC(CO1)(C)C)=O)C#N (N-(4-(tert-butylsulfonyl)-3-cyanophenyl)-4-(4-(5,5-dimethyl-1,3,2-dioxaborinan-2-yl)phenyl)butanamide), [OH-].[Na+] (NaOH). Product: C(C)(C)(C)S(=O)(=O)C1=C(C=C(C=C1)NC(CCCC1=CC=C(C=C1)B(O)O)=O)C#N (4-(4-(4-(tert-Butylsulfonyl)-3-cyanophenylamino)-4-oxobutyl)phenylboronic acid). Yield: 70.7%. As a reaction SMILES: B(C1C=CC(CCCC(O)=O)=CC=1)(O)O.[C:16]([S:20]([C:23]1[CH:28]=[CH:27][C:26]([NH:29][C:30](=[O:48])[CH2:31][CH2:32][CH2:33][C:34]2[CH:39]=[CH:38][C:37]([B:40]3[O:45]CC(C)(C)C[O:41]3)=[CH:36][CH:35]=2)=[CH:25][C:24]=1[C:49]#[N:50])(=[O:22])=[O:21])([CH3:19])([CH3:18])[CH3:17].[OH-].[Na+]>>[C:16]([S:20]([C:23]1[CH:28]=[CH:27][C:26]([NH:29][C:30](=[O:48])[CH2:31][CH2:32][CH2:33][C:34]2[CH:35]=[CH:36][C:37]([B:40]([OH:41])[OH:45])=[CH:38][CH:39]=2)=[CH:25][C:24]=1[C:49]#[N:50])(=[O:22])=[O:21])([CH3:19])([CH3:17])[CH3:18] |f:2.3|. Procedure: Using a procedure analogous to that used to prepare 2B, 10D (431 mg, 0.869 mmol) was reacted with NaOH to give 10E (263 mg, 71%) as a brown solid. 1H NMR (400 MHz, THF-d8) δ 1.34 (s, 9 H), 1.96-2.07 (m, 2 H), 2.35 (t, J=7.25 Hz, 2 H), 2.69 (t, J=7.25 Hz, 2 H), 7.09 (s, 1 H), 7.16 (d, J=7.91 Hz, 2 H), 7.71 (d, J=8.35 Hz, 2 H), 7.92-7.96 (m, 1 H), 8.01 (dd, J=2.20 Hz, 1 H), 8.23 (d, J=2.20 Hz, 1 H), 9.69-9.77 (m, 1 H). Starting materials: ClC(Cl)(Cl)Cl, CC#N, COC(c1cc(C)no1)c1ccccc1CO, c1ccc(P(c2ccccc2)c2ccccc2)cc1. Yields the product COC(c1cc(C)no1)c1ccccc1CCl. Reaction SMILES: [C:37]([Cl:38])([Cl:39])([Cl:40])[Cl:41].[CH3:42][C:43]#[N:44].[OH:1][CH2:2][c:3]1[c:4]([CH:5]([O:6][CH3:7])[c:8]2[cH:9][c:10]([CH3:13])[n:11][o:12]2)[cH:14][cH:15][cH:16][cH:17]1.[c:18]1([P:19]([c:20]2[cH:21][cH:22][cH:23][cH:24][cH:25]2)[c:26]2[cH:27][cH:28][cH:29][cH:30][cH:31]2)[cH:32][cH:33][cH:34][cH:35][cH:36]1>>[CH2:2]([c:3]1[c:4]([CH:5]([O:6][CH3:7])[c:8]2[cH:9][c:10]([CH3:13])[n:11][o:12]2)[cH:14][cH:15][cH:16][cH:17]1)[Cl:38].